This data is from the Open Reaction Database (ORD), a public repository of structured organic reaction records. The task is: describe an organic reaction: reactants, conditions, products, and yield Starting materials: B, CC1(C)CC(C)(C)c2cc(Br)cc(CN(C=O)C3CC3)c2O1, CSC, C1CCOC1. Yields the product CN(Cc1cc(Br)cc2c1OC(C)(C)CC2(C)C)C1CC1. As a reaction SMILES: [BH3:23].[Br:1][c:2]1[cH:3][c:4]2[c:9]([c:10]([CH2:12][N:13]([CH:14]=[O:15])[CH:16]3[CH2:17][CH2:18]3)[cH:11]1)[O:8][C:7]([CH3:19])([CH3:20])[CH2:6][C:5]2([CH3:21])[CH3:22].[CH3:24][S:25][CH3:26].[O:27]1[CH2:28][CH2:29][CH2:30][CH2:31]1>>[Br:1][c:2]1[cH:3][c:4]2[c:9]([c:10]([CH2:12][N:13]([CH3:14])[CH:16]3[CH2:17][CH2:18]3)[cH:11]1)[O:8][C:7]([CH3:19])([CH3:20])[CH2:6][C:5]2([CH3:21])[CH3:22]. Starting materials: C(C1=CC=CC=C1)N (Benzylamine), COC1=CC=C(C=C1)S(=O)(=O)Cl (4-methoxybenzenesulfonyl chloride). Solvent: C(Cl)(Cl)Cl (chloroform). Run at temperature 0 celsius, time 1 hour. Yields the product COC1=CC=C(C=C1)S(=O)(=O)NCC1=CC=CC=C1 (N-[4-methoxybenzenesulfonyl]-benzylamine). As a reaction SMILES: [CH2:1]([NH2:8])[C:2]1[CH:7]=[CH:6][CH:5]=[CH:4][CH:3]=1.[CH3:9][O:10][C:11]1[CH:16]=[CH:15][C:14]([S:17](Cl)(=[O:19])=[O:18])=[CH:13][CH:12]=1>C(Cl)(Cl)Cl>[CH3:9][O:10][C:11]1[CH:12]=[CH:13][C:14]([S:17]([NH:8][CH2:1][C:2]2[CH:7]=[CH:6][CH:5]=[CH:4][CH:3]=2)(=[O:19])=[O:18])=[CH:15][CH:16]=1. Procedure: Benzylamine (16.0 mL, 145.2 mmol) is dissolved in chloroform (110 mL), and the solution is cooled to 0° C. To this solution is added 4-methoxybenzenesulfonyl chloride (10.0 g, 48.4 mmol). The reaction is stirred at room temperature for 1 hour, and then refluxed for 1 hour. After cooling back to room temperature, the reaction is washed three times with 4N hydrochloric acid (200 mL), twice with water (100 mL), once with brine (50 mL), then dried (Na2SO4), and the solvent is evaporated to give N-[4...